Dataset: the Open Reaction Database (ORD), a public repository of structured organic reaction records. Task: describe an organic reaction: reactants, conditions, products, and yield Starting materials: O=C(CSc1cc(N=c2sc(=O)n3n2CCCC3)c(F)cc1Cl)OC1COCC1O, O=C(Cl)CCl, ClCCl, c1ccncc1. Product: O=C(CCl)OC1COCC1OC(=O)CSc1cc(N=c2sc(=O)n3n2CCCC3)c(F)cc1Cl. Reaction SMILES: [Cl:1][c:2]1[cH:3][c:4]([F:30])[c:5]([N:19]=[c:20]2[s:21][c:22](=[O:29])[n:23]3[n:28]2[CH2:27][CH2:26][CH2:25][CH2:24]3)[cH:6][c:7]1[S:8][CH2:9][C:10](=[O:11])[O:12][CH:13]1[CH2:14][O:15][CH2:16][CH:17]1[OH:18].[Cl:37][CH2:38][C:39](=[O:40])[Cl:41].[Cl:42][CH2:43][Cl:44].[cH:31]1[cH:32][cH:33][n:34][cH:35][cH:36]1>>[Cl:1][c:2]1[cH:3][c:4]([F:30])[c:5]([N:19]=[c:20]2[s:21][c:22](=[O:29])[n:23]3[n:28]2[CH2:27][CH2:26][CH2:25][CH2:24]3)[cH:6][c:7]1[S:8][CH2:9][C:10](=[O:11])[O:12][CH:13]1[CH2:14][O:15][CH2:16][CH:17]1[O:18][C:39]([CH2:38][Cl:37])=[O:40].